This data is from the Open Reaction Database (ORD), a public repository of structured organic reaction records. The task is: describe an organic reaction: reactants, conditions, products, and yield Starting materials: CC(C)=O, COC(=O)CCCl, Cc1cccc(-c2[nH]c(Cc3ccc(F)c(O)c3)nc2-c2ccc3ncccc3c2)n1, [K+], [K+], O=C([O-])[O-], O. Product: COC(=O)COc1cc(Cc2nc(-c3ccc4ncccc4c3)c(-c3cccc(C)n3)[nH]2)ccc1F. As a reaction SMILES: [CH3:45][C:46](=[O:47])[CH3:48].[Cl:32][CH2:33][CH2:34][C:35](=[O:36])[O:37][CH3:38].[F:1][c:2]1[c:3]([OH:31])[cH:4][c:5]([CH2:8][c:9]2[nH:10][c:11](-[c:24]3[n:25][c:26]([CH3:30])[cH:27][cH:28][cH:29]3)[c:12](-[c:14]3[cH:15][c:16]4[cH:17][cH:18][cH:19][n:20][c:21]4[cH:22][cH:23]3)[n:13]2)[cH:6][cH:7]1.[K+:39].[K+:40].[O-:41][C:42]([O-:43])=[O:44].[OH2:49]>>[F:1][c:2]1[c:3]([O:31][CH2:34][C:35](=[O:36])[O:37][CH3:38])[cH:4][c:5]([CH2:8][c:9]2[nH:10][c:11](-[c:24]3[n:25][c:26]([CH3:30])[cH:27][cH:28][cH:29]3)[c:12](-[c:14]3[cH:15][c:16]4[cH:17][cH:18][cH:19][n:20][c:21]4[cH:22][cH:23]3)[n:13]2)[cH:6][cH:7]1. Starting materials: 3S, ClC1=CC=C2C(=C1)NC(C21C(NC(CC1C1=C(C=CC(=C1)Cl)OC(C)(C)C(=O)OC)=O)C1=C(C=CC(=C1)F)C)=O (6-chloro-4′-[5-chloro-2-(1-methoxycarbonyl-1-methyl-ethoxy)-phenyl]-2′-(5-fluoro-2-methyl-phenyl) spiro[3H-indole-3,3′-piperidine]-2,6′(1H)-dione), P12(=S)SP3(=S)SP(=S)(S1)SP(=S)(S2)S3 (P2S5). Run in C1CCOC1 (THF), C1(=CC=CC=C1)C (toluene). Run at temperature 40 celsius. The product is ClC1=CC=C2C(=C1)NC(C21C(NC(CC1C1=C(C=CC(=C1)Cl)OC(C)(C)C(=O)OC)=S)C1=C(C=CC(=C1)F)C)=O (6-chloro-4′-[5-chloro-2-(1-methoxycarbonyl-1-methyl-ethoxy)-phenyl]-2′-(5-fluoro-2-methyl-phenyl)-6′-thioxo spiro[3H-indole-3,3′-piperidine]-2(1H)-one). Isolated yield 83.1%. RXN SMILES: [Cl:1][C:2]1[CH:7]=[C:6]2[NH:8][C:9](=[O:40])[C:10]3([CH:15]([C:16]4[CH:21]=[C:20]([Cl:22])[CH:19]=[CH:18][C:17]=4[O:23][C:24]([C:27]([O:29][CH3:30])=[O:28])([CH3:26])[CH3:25])[CH2:14][C:13](=O)[NH:12][CH:11]3[C:32]3[CH:37]=[C:36]([F:38])[CH:35]=[CH:34][C:33]=3[CH3:39])[C:5]2=[CH:4][CH:3]=1.P12(SP3(SP(SP(S3)(S1)=S)(=S)S2)=S)=[S:42]>C1COCC1.C1(C)C=CC=CC=1>[Cl:1][C:2]1[CH:7]=[C:6]2[NH:8][C:9](=[O:40])[C:10]3([CH:15]([C:16]4[CH:21]=[C:20]([Cl:22])[CH:19]=[CH:18][C:17]=4[O:23][C:24]([C:27]([O:29][CH3:30])=[O:28])([CH3:26])[CH3:25])[CH2:14][C:13](=[S:42])[NH:12][CH:11]3[C:32]3[CH:37]=[C:36]([F:38])[CH:35]=[CH:34][C:33]=3[CH3:39])[C:5]2=[CH:4][CH:3]=1. Procedure: A mixture of chiral (2′S, 3S, 4′R)-6-chloro-4′-[5-chloro-2-(1-methoxycarbonyl-1-methyl-ethoxy)-phenyl]-2′-(5-fluoro-2-methyl-phenyl) spiro[3H-indole-3,3′-piperidine]-2,6′(1H)-dione (300 mg, 0.52 mmol) prepared in Example 6 and P2S5 (227 mg, 1.02 mmol) in THF (3 mL) was heated at 40° C. for 2 h, and then diluted with toluene (20 mL). The mixture was concentrated in vacuo and the residue was washed with DCM twice. The DCM solution was collected and purified by flash column chromatography to give t...